This data is from the Open Reaction Database (ORD), a public repository of structured organic reaction records. The task is: describe an organic reaction: reactants, conditions, products, and yield As a reaction SMILES: [CH3:1][O:2][CH2:3][Mg]Cl.[C:6]([CH:9]1[C:15]2[CH:16]=[CH:17][CH:18]=[CH:19][C:14]=2[CH2:13][CH2:12][C:11]2[CH:20]=[CH:21][CH:22]=[CH:23][C:10]1=2)(=O)[CH3:7].[Cl-].[NH4+]>O1CCCC1>[CH3:1][O:2][CH2:3][C:6](=[C:9]1[C:10]2[CH:23]=[CH:22][CH:21]=[CH:20][C:11]=2[CH2:12][CH2:13][C:14]2[CH:19]=[CH:18][CH:17]=[CH:16][C:15]1=2)[CH3:7] |f:2.3|. Reactants: COC[Mg]Cl (methoxymethyl magnesiumchloride), C(C)(=O)C1C2=C(CCC3=C1C=CC=C3)C=CC=C2 (5-acetyl-10,11-dihydro-5H-dibenzo[a,d]cycloheptene), [Cl-].[NH4+] (ammonium chloride). Run at time 1 hour. Reported procedure: A solution of methoxymethyl magnesiumchloride in dry tetrahydrofuran (prepared from methoxymethyl chloride (16.1 g, 0.2 mol), magnesium turnings (4.8 g, 0.2 mol), mercury chloride (0.25 g) and dry tetrahydrofuran (30 ml)) was cooled on an ice-salt bath to −10° C. A solution of 5-acetyl-10,11-dihydro-5H-dibenzo[a,d]cycloheptene (21.4 g, 0.09 mol, prepared as described in Belg., 609, 095, 1962) in dry tetrahydrofuran (50 ml) was added drop-wise. When addition was complete the mixture was stirred f... Solvent: O1CCCC1 (tetrahydrofuran), O1CCCC1 (tetrahydrofuran). The product is COCC(C)=C1C2=C(CCC3=C1C=CC=C3)C=CC=C2 (5-(1-methoxymethylethylidene)-10,11-dihydro-5H-dibenzo[a,d]cycloheptene). Product: Cc1cc([N+](=O)[O-])cc2ncsc12. Reactants: O=[N+]([O-])c1cc(Br)c2scnc2c1, C[Sn](C)(C)C, CCOC(C)=O. As a reaction SMILES: [Br:1][c:2]1[cH:3][c:4]([N+:11](=[O:12])[O-:13])[cH:5][c:6]2[n:7][cH:8][s:9][c:10]12.[CH3:14][Sn:15]([CH3:16])([CH3:17])[CH3:18].[CH3:19][CH2:20][O:21][C:22]([CH3:23])=[O:24]>>[c:2]1([CH3:14])[cH:3][c:4]([N+:11](=[O:12])[O-:13])[cH:5][c:6]2[n:7][cH:8][s:9][c:10]12. Reactants: BrC1=CC(=C(N)C=C1OC)[N+](=O)[O-] (4-bromo-5-methoxy-2-nitroaniline), ClCC1=CC2=C(N=C(S2)SC)C=C1 (6-(chloromethyl)-2-(methylthio)benzo[d]thiazole), [H-].[Na+] (NaH). Solvent: CN(C)C=O (DMF), CN(C)C=O (DMF). Run at temperature -10 celsius, time 5 minute. The product is BrC1=CC(=C(NCC2=CC3=C(N=C(S3)SC)C=C2)C=C1OC)[N+](=O)[O-] (4-bromo-5-methoxy-N-((2-(methylthio)benzo[d]thiazol-6-yl)methyl)-2-nitroaniline). Isolated yield 24.7%. RXN SMILES: [H-].[Na+].[Br:3][C:4]1[C:10]([O:11][CH3:12])=[CH:9][C:7]([NH2:8])=[C:6]([N+:13]([O-:15])=[O:14])[CH:5]=1.Cl[CH2:17][C:18]1[CH:28]=[CH:27][C:21]2[N:22]=[C:23]([S:25][CH3:26])[S:24][C:20]=2[CH:19]=1>CN(C=O)C>[Br:3][C:4]1[C:10]([O:11][CH3:12])=[CH:9][C:7]([NH:8][CH2:17][C:18]2[CH:28]=[CH:27][C:21]3[N:22]=[C:23]([S:25][CH3:26])[S:24][C:20]=3[CH:19]=2)=[C:6]([N+:13]([O-:15])=[O:14])[CH:5]=1 |f:0.1|. Procedure details: To a stirred mixture of DMF (15 mL) and NaH (60% in mineral oil, 75 mg, 1.9 mmol) at −10° C. under argon was added 4-bromo-5-methoxy-2-nitroaniline (490 mg, 2.2 mmol) in one portion. The mixture was stirred for 5 min at −10° C. A solution of 6-(chloromethyl)-2-(methylthio)benzo[d]thiazole from Example 36 (500 mg, 2.2 mmol) in DMF (5 mL) was added dropwise. After stirring at −10° C. for 1 h, the mixture was allowed to warm slowly to rt. The mixture was stirred at rt for 58 h and then partitioned ... Starting materials: C(C)N(C(C)C)C(C)C (N-ethyl-N-isopropylpropan-2-amine), ClC=1C=C2C(=C(C(C3(CCOCC3)C2=CC1)=O)C(=O)OCC)O (Ethyl 6-chloro-4-hydroxy-2-oxo-2′,3′,5′,6′-tetrahydro-spiro[naphthalene-1,4′-pyran]-3-carboxylate), Cl.C(C)(C)(C)OC([C@@H](N)C)=O (L-Alanine t-butyl ester hydrochloride). Run in CCOC(=O)C (EtOAc), O1CCOCC1 (1,4-dioxane). Run at temperature 80 celsius. Yields the product ClC=1C=C2C(=C(C(C3(CCOCC3)C2=CC1)=O)C(=O)N[C@@H](C)C(=O)OC(C)(C)C)O (1,1-Dimethylethyl N-((6-chloro-4-hydroxy-2-oxo-2′,3′,5′,6′-tetrahydro-spiro[naphthalene-1,4′-pyran]-3-yl)carbonyl)-L-alaninate). Yield: 66.5%. As a reaction SMILES: [Cl:1][C:2]1[CH:3]=[C:4]2[C:14](=[CH:15][CH:16]=1)[C:8]1([CH2:13][CH2:12][O:11][CH2:10][CH2:9]1)[C:7](=[O:17])[C:6]([C:18](OCC)=[O:19])=[C:5]2[OH:23].C(N(C(C)C)C(C)C)C.Cl.[C:34]([O:38][C:39](=[O:43])[C@H:40]([CH3:42])[NH2:41])([CH3:37])([CH3:36])[CH3:35]>O1CCOCC1.CCOC(C)=O>[Cl:1][C:2]1[CH:3]=[C:4]2[C:14](=[CH:15][CH:16]=1)[C:8]1([CH2:13][CH2:12][O:11][CH2:10][CH2:9]1)[C:7](=[O:17])[C:6]([C:18]([NH:41][C@H:40]([C:39]([O:38][C:34]([CH3:37])([CH3:36])[CH3:35])=[O:43])[CH3:42])=[O:19])=[C:5]2[OH:23] |f:2.3|. Reported procedure: Ethyl 6-chloro-4-hydroxy-2-oxo-2′,3′,5′,6′-tetrahydro-spiro[naphthalene-1,4′-pyran]-3-carboxylate (610 mg, 1811 μmol, prepared in Example 1 A-C) was dissolved in 1,4-dioxane (1811 μL) and N-ethyl-N-isopropylpropan-2-amine (947 μL, 5434 μmol). L-Alanine t-butyl ester hydrochloride (494 mg, 2717 μmol) was added, and the reaction mixture was heated to 80° C. for 24 hours. The reaction mixture was then cooled to ambient temperature, diluted with 150 mL of EtOAc, added to a separatory funnel, partiti...